This data is from the Open Reaction Database (ORD), a public repository of structured organic reaction records. The task is: describe an organic reaction: reactants, conditions, products, and yield The reactants are C1(CCCCC1)N=C=NC1CCCCC1 (dicyclohexylcarbodiimide), F[C@H](C(=O)OC1=CC=C(C=C1)C1=CC=C(C=C1)O)CCCCCC ((S)-4-(2-fluorooctanoyloxy)-4'-hydroxybiphenyl), C(C1=CC=CC=C1)(=O)OC1=CC=C(C=C1)C1=CC=C(C=C1)O (4-benzoyloxy-4'-hydroxybiphenyl), F[C@H](C(=O)Cl)CCCCCC ((S)-2-fluorooctanoyl chloride), F[C@H](COC1=CC=C(C(=O)O)C=C1)CCCCCC ((S)-4-(2-fluorooctyloxy)benzoic acid). The reagents and catalysts are CN(C1=CC=NC=C1)C (4-dimethylaminopyridine). The solvent is ClCCl (dichloromethane), N1=CC=CC=C1 (pyridine). Yields the product F[C@H](COC1=CC=C(C(=O)OC2=CC=C(C=C2)C2=CC=C(C=C2)OC([C@H](CCCCCC)F)=O)C=C1)CCCCCC ((S,S)-[4-(2-fluorooctanoyloxy)-biphenyl-4'-yl] 4-(2-fluorooctyloxy)benzoate). As a reaction SMILES: [F:1][C@@H:2]([CH2:19][CH2:20][CH2:21][CH2:22][CH2:23][CH3:24])[C:3]([O:5][C:6]1[CH:11]=[CH:10][C:9]([C:12]2[CH:17]=[CH:16][C:15]([OH:18])=[CH:14][CH:13]=2)=[CH:8][CH:7]=1)=[O:4].C(OC1C=CC(C2C=CC(O)=CC=2)=CC=1)(=O)C1C=CC=CC=1.F[C@@H](CCCCCC)C(Cl)=O.[F:58][C@@H:59]([CH2:71][CH2:72][CH2:73][CH2:74][CH2:75][CH3:76])[CH2:60][O:61][C:62]1[CH:70]=[CH:69][C:65]([C:66](O)=[O:67])=[CH:64][CH:63]=1.C1(N=C=NC2CCCCC2)CCCCC1>CN(C)C1C=CN=CC=1.ClCCl.N1C=CC=CC=1>[F:58][C@@H:59]([CH2:71][CH2:72][CH2:73][CH2:74][CH2:75][CH3:76])[CH2:60][O:61][C:62]1[CH:70]=[CH:69][C:65]([C:66]([O:18][C:15]2[CH:16]=[CH:17][C:12]([C:9]3[CH:8]=[CH:7][C:6]([O:5][C:3](=[O:4])[C@@H:2]([F:1])[CH2:19][CH2:20][CH2:21][CH2:22][CH2:23][CH3:24])=[CH:11][CH:10]=3)=[CH:13][CH:14]=2)=[O:67])=[CH:64][CH:63]=1. Reported procedure: 0.02 mol of (S)-4-(2-fluorooctanoyloxy)-4'-hydroxybiphenyl (prepared by reaction of 4-benzoyloxy-4'-hydroxybiphenyl with (S)-2-fluorooctanoyl chloride in the presence of pyridine and subsequent removal of the benzyl group with hydrogenation), 0.02 mol of (S)-4-(2-fluorooctyloxy)benzoic acid and 0.002 mol of 4-dimethylaminopyridine are introduced into 30 ml of dichloromethane, a solution of 0.02 mol of dicyclohexylcarbodiimide is added dropwise at 10°with stirring, and the mixture is subsequently... Starting materials: COC(=O)c1ccccc1Br, O=C([O-])[O-], Cc1ccccc1, CCOC(C)=O, Cc1ccccc1-n1nc(C2CCCC2)cc1N, [Cs+], [Cs+], O=C(C=Cc1ccccc1)C=Cc1ccccc1, O=C(C=Cc1ccccc1)C=Cc1ccccc1, O=C(C=Cc1ccccc1)C=Cc1ccccc1, [Pd], [Pd], c1ccc(P(c2ccccc2)c2ccc3ccccc3c2-c2c(P(c3ccccc3)c3ccccc3)ccc3ccccc23)cc1. As a reaction SMILES: [Br:19][c:20]1[c:21]([C:22](=[O:23])[O:24][CH3:25])[cH:26][cH:27][cH:28][cH:29]1.[C:30](=[O:31])([O-:32])[O-:33].[CH3:82][c:83]1[cH:84][cH:85][cH:86][cH:87][cH:88]1.[CH3:89][CH2:90][O:91][C:92](=[O:93])[CH3:94].[CH:1]1([c:6]2[n:7][n:8](-[c:12]3[c:13]([CH3:18])[cH:14][cH:15][cH:16][cH:17]3)[c:9]([NH2:11])[cH:10]2)[CH2:2][CH2:3][CH2:4][CH2:5]1.[Cs+:34].[Cs+:35].[O:115]=[C:116]([CH:117]=[CH:118][c:119]1[cH:120][cH:121][cH:122][cH:123][cH:124]1)[CH:125]=[CH:126][c:127]1[cH:128][cH:129][cH:130][cH:131][cH:132]1.[O:133]=[C:134]([CH:135]=[CH:136][c:137]1[cH:138][cH:139][cH:140][cH:141][cH:142]1)[CH:143]=[CH:144][c:145]1[cH:146][cH:147][cH:148][cH:149][cH:150]1.[O:97]=[C:98]([CH:99]=[CH:100][c:101]1[cH:102][cH:103][cH:104][cH:105][cH:106]1)[CH:107]=[CH:108][c:109]1[cH:110][cH:111][cH:112][cH:113][cH:114]1.[Pd:95].[Pd:96].[cH:36]1[cH:37][cH:38][c:39]([P:40]([c:41]2[cH:42][cH:43][c:44]3[c:45]([cH:46][cH:47][cH:48][cH:49]3)[c:50]2-[c:51]2[c:52]3[c:53]([cH:54][cH:55][cH:56][cH:57]3)[cH:58][cH:59][c:60]2[P:61]([c:62]2[cH:63][cH:64][cH:65][cH:66][cH:67]2)[c:68]2[cH:69][cH:70][cH:71][cH:72][cH:73]2)[c:74]2[cH:75][cH:76][cH:77][cH:78][cH:79]2)[cH:80][cH:81]1>>[CH:1]1([c:6]2[n:7][n:8](-[c:12]3[c:13]([CH3:18])[cH:14][cH:15][cH:16][cH:17]3)[c:9]([NH:11][c:20]3[c:21]([C:22](=[O:23])[O:24][CH3:25])[cH:26][cH:27][cH:28][cH:29]3)[cH:10]2)[CH2:2][CH2:3][CH2:4][CH2:5]1. The product is COC(=O)c1ccccc1Nc1cc(C2CCCC2)nn1-c1ccccc1C.